Dataset: the Open Reaction Database (ORD), a public repository of structured organic reaction records. Task: describe an organic reaction: reactants, conditions, products, and yield Reactants: CCOC(C)=O, CCOCC, C=[N+]=[N-], O=C(O)C=Cc1ccc(O)cc1. The product is COC(=O)C=Cc1ccc(O)cc1. Reaction SMILES: [CH3:16][CH2:17][O:18][C:19]([CH3:20])=[O:21].[CH3:22][CH2:23][O:24][CH2:25][CH3:26].[N+:13](=[N-:14])=[CH2:15].[OH:1][c:2]1[cH:3][cH:4][c:5]([CH:6]=[CH:7][C:8](=[O:9])[OH:10])[cH:11][cH:12]1>>[OH:1][c:2]1[cH:3][cH:4][c:5]([CH:6]=[CH:7][C:8]([O:9][CH3:15])=[O:10])[cH:11][cH:12]1. The reactants are ClC1=CC=2NC3=CC=CC=C3SC2C=C1 (2-chlorophenothiazine), [Cu]C#N (copper (I) cyanide). Solvent: CN1C(CCC1)=O (N-methylpyrrolidinone). Yields the product C(#N)C1=CC=2NC3=CC=CC=C3SC2C=C1 (2-cyanophenothiazine). The yield is 75.8%. Reaction SMILES: Cl[C:2]1[CH:15]=[CH:14][C:13]2[S:12][C:11]3[C:6](=[CH:7][CH:8]=[CH:9][CH:10]=3)[NH:5][C:4]=2[CH:3]=1.[Cu][C:17]#[N:18]>CN1CCCC1=O>[C:17]([C:2]1[CH:15]=[CH:14][C:13]2[S:12][C:11]3[C:6](=[CH:7][CH:8]=[CH:9][CH:10]=3)[NH:5][C:4]=2[CH:3]=1)#[N:18]. Procedure details: A mixture of 2-chlorophenothiazine (70.12 g), copper (I) cyanide (32.24 g) and N-methylpyrrolidinone (150 ml) were heated at reflux for 23 hours. The reaction mixture was then quenched with water (900 ml) and sodium cyanide (29.4 g) added. After heating the mixture to 30°-40° C. the black gummy product was extracted with ethyl acetate (3×250 ml). The combined ethyl acetate layers were then washed with water (2×300 ml); some brine being used to break an emulsion which formed durng each wash. Then... Starting materials: CC(C)O, ClCCl, O=Cc1ccc(F)cc1, CC(C)(C)OC(=O)NCc1cc(CN)cc(Oc2ccc(F)cc2)c1. Product: CC(C)(C)OC(=O)NCc1cc(CNCc2ccc(F)cc2)cc(Oc2ccc(F)cc2)c1. RXN SMILES: [CH3:38][CH:39]([OH:40])[CH3:41].[Cl:35][CH2:36][Cl:37].[F:26][c:27]1[cH:28][cH:29][c:30]([CH:31]=[O:32])[cH:33][cH:34]1.[NH2:1][CH2:2][c:3]1[cH:4][c:5]([CH2:6][NH:7][C:8]([O:9][C:10]([CH3:11])([CH3:12])[CH3:13])=[O:14])[cH:15][c:16]([O:18][c:19]2[cH:20][cH:21][c:22]([F:25])[cH:23][cH:24]2)[cH:17]1>>[NH:1]([CH2:2][c:3]1[cH:4][c:5]([CH2:6][NH:7][C:8]([O:9][C:10]([CH3:11])([CH3:12])[CH3:13])=[O:14])[cH:15][c:16]([O:18][c:19]2[cH:20][cH:21][c:22]([F:25])[cH:23][cH:24]2)[cH:17]1)[CH2:31][c:30]1[cH:29][cH:28][c:27]([F:26])[cH:34][cH:33]1. The product is CC(=O)OC1CSC(Oc2cc(-c3ccnc(F)c3)cnc2F)C(OC(C)=O)C1OC(C)=O. Reactants: CC(=O)OC1CSC(Oc2cc(Br)cnc2F)C(OC(C)=O)C1OC(C)=O, OB(O)c1ccnc(F)c1. RXN SMILES: [C:1]([CH3:2])(=[O:3])[O:4][CH:5]1[CH:6]([O:7][c:8]2[c:9]([F:15])[n:10][cH:11][c:12]([Br:14])[cH:13]2)[S:16][CH2:17][CH:18]([O:24][C:25]([CH3:26])=[O:27])[CH:19]1[O:20][C:21]([CH3:22])=[O:23].[F:28][c:29]1[n:30][cH:31][cH:32][c:33]([B:35]([OH:36])[OH:37])[cH:34]1>>[C:1]([CH3:2])(=[O:3])[O:4][CH:5]1[CH:6]([O:7][c:8]2[c:9]([F:15])[n:10][cH:11][c:12](-[c:33]3[cH:32][cH:31][n:30][c:29]([F:28])[cH:34]3)[cH:13]2)[S:16][CH2:17][CH:18]([O:24][C:25]([CH3:26])=[O:27])[CH:19]1[O:20][C:21]([CH3:22])=[O:23]. Reactants: aqueous solution, [OH-].C(CCC)[N+](CCCC)(CCCC)CCCC (tetrabutylammonium hydroxide), BrCC1=C(C=C(C(=C1)CBr)CBr)CBr (1,2,4,5-tetrakis-(bromomethyl)-benzene), O1CCOCC1 (1,4-dioxane). Run at temperature 90 celsius, time 6 hour. The product is C12=CC=3COCC3C=C2COC1 (5,11-dioxatricyclo[7.3.0.0^{3,7}]dodeca-1,3(7),8-triene). Yield: 63.0%. RXN SMILES: Br[CH2:2][C:3]1[CH:8]=C(CBr)C(CBr)=[CH:5][C:4]=1[CH2:13]Br.[OH-:15].C([N+](CCCC)(CCCC)CCCC)CCC.O1[CH2:38][CH2:37][O:36][CH2:35][CH2:34]1>>[C:34]12[CH2:35][O:36][CH2:37][C:38]1=[CH:5][C:4]1[CH2:13][O:15][CH2:2][C:3]=1[CH:8]=2 |f:1.2|. Procedure: To a mixture of 1,2,4,5-tetrakis-(bromomethyl)-benzene (150 g, 0.33 mmol) and 1,4-dioxane (2 L) was added a 55% aqueous solution of tetrabutylammonium hydroxide (640 mL) at room temperature, followed by stirring at 90° C. for 6 hours. The reaction mixture was allowed to cool to room temperature, and extracted with ethyl acetate after addition of a 2 N aqueous solution of hydrochloric acid (2 L). The organic layer was washed with brine and dried over anhydrous sodium sulfate, and the solvent was ...